Dataset: the Open Reaction Database (ORD), a public repository of structured organic reaction records. Task: describe an organic reaction: reactants, conditions, products, and yield Starting materials: C1(=CC=CC=C1)OB(O)O (phenylboric acid), C([O-])([O-])=O.[K+].[K+] (potassium carbonate), C1(=CC=CC=C1)C (toluene), FC(S(=O)(=O)OC1=CC=C2CCCC(C2=C1)=O)(F)F (7-trifluoromethanesulfonyloxy-3,4-dihydro-1(2H)-naphthalenone), tetrakistriphenylphosphine palladium. The solvent is O (water). Conditions: temperature 90 celsius, time 30 minute. Yields the product C1(=CC=CC=C1)C1=CC=C2CCCC(C2=C1)=O (7-Phenyl-3,4-dihydro-1(2H)-naphthalenone). Isolated yield 82.4%. As a reaction SMILES: FC(F)(F)S(O[C:7]1[CH:16]=[C:15]2[C:10]([CH2:11][CH2:12][CH2:13][C:14]2=[O:17])=[CH:9][CH:8]=1)(=O)=O.[C:20]1(OB(O)O)[CH:25]=[CH:24][CH:23]=[CH:22][CH:21]=1.C(=O)([O-])[O-].[K+].[K+].C1(C)C=CC=CC=1>O>[C:20]1([C:7]2[CH:16]=[C:15]3[C:10]([CH2:11][CH2:12][CH2:13][C:14]3=[O:17])=[CH:9][CH:8]=2)[CH:25]=[CH:24][CH:23]=[CH:22][CH:21]=1 |f:2.3.4|. Reported procedure: While stirring a mixture comprising 15.32 g (52.06 mmol) of 7-trifluoromethanesulfonyloxy-3,4-dihydro-1(2H)-naphthalenone obtained in the Synthesis Example A-1, 12.7 g (104.12 mmol) of phenylboric acid, 10.8 g (78.09 mmol) of potassium carbonate and 450 ml of toluene at room temperature, nitrogen gas was bubbled thereinto for 30 minutes. Next, 1.81 g (1.57 mmol) of tetrakistriphenylphosphine palladium was added thereto. The mixture was slowly heated to thereby maintain the bulk temperature at ab... Starting materials: CC(C)(C)[Si](C)(C)Cl, ClCCl, O=Cc1ccc(O)cc1, c1c[nH]cn1. Product: CC(C)(C)[Si](C)(C)Oc1ccc(C=O)cc1. Reaction SMILES: [C:10]([CH3:11])([CH3:12])([CH3:13])[Si:14]([CH3:15])([CH3:16])[Cl:17].[Cl:23][CH2:24][Cl:25].[OH:1][c:2]1[cH:3][cH:4][c:5]([CH:6]=[O:7])[cH:8][cH:9]1.[nH:18]1[cH:19][cH:20][n:21][cH:22]1>>[O:1]([c:2]1[cH:3][cH:4][c:5]([CH:6]=[O:7])[cH:8][cH:9]1)[Si:14]([C:10]([CH3:11])([CH3:12])[CH3:13])([CH3:15])[CH3:16].